This data is from the Open Reaction Database (ORD), a public repository of structured organic reaction records. The task is: describe an organic reaction: reactants, conditions, products, and yield Reported procedure: The product was obtained starting from 5-(pyrimidin-5-ylamino)-2-(2,2,2-trifluoro-ethoxy)-pyrimidine-4-carboxylic acid (50 mg, 0.16 mmol) and 4-amino-2-methyl-2H-pyrazole-3-carboxylic acid methylamide (32 mg, 0.21 mmol) according to the method described in example 64, step 6 as yellow solid (50 mg, 69%). RXN SMILES: [N:1]1[CH:6]=[C:5]([NH:7][C:8]2[C:9]([C:20](O)=[O:21])=[N:10][C:11]([O:14][CH2:15][C:16]([F:19])([F:18])[F:17])=[N:12][CH:13]=2)[CH:4]=[N:3][CH:2]=1.[CH3:23][NH:24][C:25]([C:27]1[N:28]([CH3:33])[N:29]=[CH:30][C:31]=1[NH2:32])=[O:26]>>[CH3:33][N:28]1[C:27]([C:25](=[O:26])[NH:24][CH3:23])=[C:31]([NH:32][C:20]([C:9]2[C:8]([NH:7][C:5]3[CH:4]=[N:3][CH:2]=[N:1][CH:6]=3)=[CH:13][N:12]=[C:11]([O:14][CH2:15][C:16]([F:19])([F:17])[F:18])[N:10]=2)=[O:21])[CH:30]=[N:29]1. The product is CN1N=CC(=C1C(NC)=O)NC(=O)C1=NC(=NC=C1NC=1C=NC=NC1)OCC(F)(F)F (5-(Pyrimidin-5-ylamino)-2-(2,2,2-trifluoro-ethoxy)-pyrimidine-4-carboxylic acid (1-methyl-5-methylcarbamoyl-1H-pyrazol-4-yl)-amide). The reactants are N1=CN=CC(=C1)NC=1C(=NC(=NC1)OCC(F)(F)F)C(=O)O (5-(pyrimidin-5-ylamino)-2-(2,2,2-trifluoro-ethoxy)-pyrimidine-4-carboxylic acid), CNC(=O)C=1N(N=CC1N)C (4-amino-2-methyl-2H-pyrazole-3-carboxylic acid methylamide), solid. Starting materials: C1=C(C=CC2=CC=CC=C12)C[C@H](N)C(=O)O (3-(2-naphthyl)-L-alanine), [OH-].[Na+] (sodium hydroxide), [OH-].[Na+] (sodium hydroxide), ClC(=O)OCC1=CC=CC=C1 (benzyl chloroformate). Run in O (water), O (water), O (water). Conditions: time 2 hour. Yields the product C(C1=CC=CC=C1)OC(=O)N[C@@H](CC1=CC2=CC=CC=C2C=C1)C(=O)O (N-(benzyloxycarbonyl)-3-(2-naphthyl)-L-alanine). As a reaction SMILES: [CH:1]1[C:10]2[C:5](=[CH:6][CH:7]=[CH:8][CH:9]=2)[CH:4]=[CH:3][C:2]=1[CH2:11][C@@H:12]([C:14]([OH:16])=[O:15])[NH2:13].[OH-].[Na+].Cl[C:20]([O:22][CH2:23][C:24]1[CH:29]=[CH:28][CH:27]=[CH:26][CH:25]=1)=[O:21]>O>[CH2:23]([O:22][C:20]([NH:13][C@H:12]([C:14]([OH:16])=[O:15])[CH2:11][C:2]1[CH:3]=[CH:4][C:5]2[C:10](=[CH:9][CH:8]=[CH:7][CH:6]=2)[CH:1]=1)=[O:21])[C:24]1[CH:29]=[CH:28][CH:27]=[CH:26][CH:25]=1 |f:1.2|. Procedure details: 5 g of 3-(2-naphthyl)-L-alanine and 0.93 g of sodium hydroxide in 12 ml of water were cooled to 0° C. and stirred while a solution of 1.4 g of sodium hydroxide in 9 ml of water and 5 ml of benzyl chloroformate were added simultaneously during 10 minutes. Stirring was continued for 2 hours and the mixture was allowed to come to room temperature. The mixture was diluted with water and then extracted with diethyl ether. The aqueous layer was acidified with 4 ml of concentrated hydrochloric acid and... Reactants: FC=1C=2N(C(=C(C1)C(=O)O)NC1=C(C=C(C=C1)I)F)C=NC2 (8-Fluoro-5-(2-fluoro-4-iodo-phenylamino)-imidazo[1,5-a]pyridine-6-carboxylic acid), CC1(OC[C@H](O1)CNO)C (((R)-2,2-dimethyl-[1,3]dioxolan-4-ylmethyl)-hydroxylamine), CCN=C=NCCCN(C)C (EDCI), C=1C=CC2=C(C1)N=NN2O (HOBt), CCN(C(C)C)C(C)C (DIPEA). Run in CN(C)C=O (DMF). Reaction conditions: time 72 hour. The product is CC1(OC[C@@H](O1)CONC(=O)C=1C=C(C=2N(C1NC1=C(C=C(C=C1)I)F)C=NC2)F)C (8-Fluoro-5-(2-fluoro-4-iodo-phenylamino)-imidazo[1,5-a]pyridine-6-carboxylic acid ((R)-2,2-dimethyl-[1,3]dioxolan-4-ylmethoxy)-amide). Isolated yield 96.1%. Reaction SMILES: [F:1][C:2]1[C:3]2[N:4]([CH:20]=[N:21][CH:22]=2)[C:5]([NH:11][C:12]2[CH:17]=[CH:16][C:15]([I:18])=[CH:14][C:13]=2[F:19])=[C:6]([C:8]([OH:10])=O)[CH:7]=1.[CH3:23][C:24]1([CH3:32])[O:28][C@H:27]([CH2:29]NO)[CH2:26][O:25]1.CCN=C=NCCCN(C)C.C1C=CC2[N:52]([OH:53])N=NC=2C=1.CCN(C(C)C)C(C)C>CN(C=O)C>[CH3:32][C:24]1([CH3:23])[O:28][C@@H:27]([CH2:29][O:53][NH:52][C:8]([C:6]2[CH:7]=[C:2]([F:1])[C:3]3[N:4]([CH:20]=[N:21][CH:22]=3)[C:5]=2[NH:11][C:12]2[CH:17]=[CH:16][C:15]([I:18])=[CH:14][C:13]=2[F:19])=[O:10])[CH2:26][O:25]1. Procedure: 8-Fluoro-5-(2-fluoro-4-iodo-phenylamino)-imidazo[1,5-a]pyridine-6-carboxylic acid (235 mg, 0.57 mmol), O—(((R)-2,2-dimethyl-[1,3]dioxolan-4-ylmethyl)-hydroxylamine (92 mg, 0.62 mmol), EDCI (120 mg, 0.62 mmol), HOBt (84 mg, 0.62 mmol) and DIPEA (0.1 mL, 0.62 mmol) were dissolved in DMF (10 mL) and the reaction mixture stirred at room temperature for 72 hours before being concentrated in vacuo. The resultant residue was dissolved in ethyl acetate (10 mL), washed with aqueous saturated sodium bicar... Starting materials: FC(COC1=C(CN=[N+]=[N-])C=C(C=C1)Cl)(F)F (2-(2,2,2-trifluoroethoxy)-5-chlorobenzyl azide), C1(=CC=CC=C1)P(C1=CC=CC=C1)C1=CC=CC=C1 (triphenylphosphine), O (water). The solvent is C1CCOC1 (THF). Run at time 2 hour. Yields the product FC(COC1=C(CN)C=C(C=C1)Cl)(F)F (2-(2,2,2-Trifluoroethoxy)-5-chlorobenzylamine). As a reaction SMILES: [F:1][C:2]([F:17])([F:16])[CH2:3][O:4][C:5]1[CH:14]=[CH:13][C:12]([Cl:15])=[CH:11][C:6]=1[CH2:7][N:8]=[N+]=[N-].C1(P(C2C=CC=CC=2)C2C=CC=CC=2)C=CC=CC=1.O>C1COCC1>[F:17][C:2]([F:1])([F:16])[CH2:3][O:4][C:5]1[CH:14]=[CH:13][C:12]([Cl:15])=[CH:11][C:6]=1[CH2:7][NH2:8]. Procedure: To a solution of 2-(2,2,2-trifluoroethoxy)-5-chlorobenzyl azide (1.76 g, 6.63 mmol) in THF (20 mL) was added triphenylphosphine (2 g, 7.63 mmol). After stirring at room temperature for 2 h, water (0.5 mL) was added and the reaction mixture then heated at 65° C. for 2 h. After cooling back to room temperature the solvents were removed under reduced pressure. Following azeotroping with benzene, the residue was dissolved in ether and treated with an excess of cold 1M HCl in ether. The hydrochloride... Procedure: The title compound is prepared from 2-bromo-N,N-dimethylbenzamide and methyl 2-((S)-6-((R)-7-fluoro-4-(4,4,5,5-tetramethyl-1,3,2-dioxaborolan-2-yl)-2,3-dihydro-1H-inden-1-yloxy)-2,3-dihydrobenzofuran-3-yl)acetate following a procedure analogous to that described in Step 5 of Intermediate 1. LC (method 9): tR=1.14 min; Mass spectrum (ESI+): m/z=490 [M+H]+. Reaction SMILES: Br[C:2]1[CH:12]=[CH:11][CH:10]=[CH:9][C:3]=1[C:4]([N:6]([CH3:8])[CH3:7])=[O:5].[F:13][C:14]1[CH:15]=[CH:16][C:17](B2OC(C)(C)C(C)(C)O2)=[C:18]2[C:22]=1[C@H:21]([O:23][C:24]1[CH:37]=[CH:36][C:27]3[C@H:28]([CH2:31][C:32]([O:34][CH3:35])=[O:33])[CH2:29][O:30][C:26]=3[CH:25]=1)[CH2:20][CH2:19]2.BrC1C=CC(F)=C2C=1CC[C@H]2OC1C=CC2[C@H](CC(OC)=O)COC=2C=1>>[CH3:7][N:6]([CH3:8])[C:4]([C:3]1[CH:9]=[CH:10][CH:11]=[CH:12][C:2]=1[C:17]1[CH:16]=[CH:15][C:14]([F:13])=[C:22]2[C:18]=1[CH2:19][CH2:20][C@H:21]2[O:23][C:24]1[CH:37]=[CH:36][C:27]2[C@H:28]([CH2:31][C:32]([O:34][CH3:35])=[O:33])[CH2:29][O:30][C:26]=2[CH:25]=1)=[O:5]. The product is CN(C(=O)C1=C(C=CC=C1)C1=C2CC[C@H](C2=C(C=C1)F)OC1=CC2=C([C@@H](CO2)CC(=O)OC)C=C1)C (Methyl 2-((3S)-6-((1R)-4-(2-(dimethylcarbamoyl)phenyl)-7-fluoro-2,3-dihydro-1H-inden-1-yloxy)-2,3-dihydrobenzofuran-3-yl)acetate). Starting materials: BrC1=C(C(=O)N(C)C)C=CC=C1 (2-bromo-N,N-dimethylbenzamide), FC=1C=CC(=C2CC[C@H](C12)OC1=CC2=C([C@@H](CO2)CC(=O)OC)C=C1)B1OC(C(O1)(C)C)(C)C (methyl 2-((S)-6-((R)-7-fluoro-4-(4,4,5,5-tetramethyl-1,3,2-dioxaborolan-2-yl)-2,3-dihydro-1H-inden-1-yloxy)-2,3-dihydrobenzofuran-3-yl)acetate), BrC1=C2CC[C@H](C2=C(C=C1)F)OC1=CC2=C([C@@H](CO2)CC(=O)OC)C=C1 (Methyl 2-((S)-6-((R)-4-bromo-7-fluoro-2,3-dihydro-1H-inden-1-yloxy)-2,3-dihydrobenzofuran-3-yl)acetate).